From a dataset of the Open Reaction Database (ORD), a public repository of structured organic reaction records. describe an organic reaction: reactants, conditions, products, and yield Starting materials: O=C([O-])O, CS(=O)(=O)Cl, CCN(CC)CCCNC(=O)Cn1ncc(-c2ccc(N)cc2)c1-c1ccccc1, [Na+], O, c1ccncc1. Product: CCN(CC)CCCNC(=O)Cn1ncc(-c2ccc(NS(C)(=O)=O)cc2)c1-c1ccccc1. As a reaction SMILES: [C:36](=[O:37])([OH:38])[O-:39].[CH3:31][S:32]([Cl:33])(=[O:34])=[O:35].[NH2:1][c:2]1[cH:3][cH:4][c:5](-[c:8]2[cH:9][n:10][n:11]([CH2:19][C:20](=[O:21])[NH:22][CH2:23][CH2:24][CH2:25][N:26]([CH2:27][CH3:28])[CH2:29][CH3:30])[c:12]2-[c:13]2[cH:14][cH:15][cH:16][cH:17][cH:18]2)[cH:6][cH:7]1.[Na+:40].[OH2:47].[cH:41]1[cH:42][cH:43][n:44][cH:45][cH:46]1>>[NH:1]([c:2]1[cH:3][cH:4][c:5](-[c:8]2[cH:9][n:10][n:11]([CH2:19][C:20](=[O:21])[NH:22][CH2:23][CH2:24][CH2:25][N:26]([CH2:27][CH3:28])[CH2:29][CH3:30])[c:12]2-[c:13]2[cH:14][cH:15][cH:16][cH:17][cH:18]2)[cH:6][cH:7]1)[S:32]([CH3:31])(=[O:34])=[O:35]. Reactants: ClC1=C(C(=O)O)C=C(C(=N1)Cl)F (2,6-dichloro-5-fluoronicotinic acid), S(=O)(Cl)Cl (thionyl chloride), CN(C=O)C (N,N-dimethylformamide). Run in C1(=CC=CC=C1)C (toluene). Run at temperature 72 celsius, time 30 minute. Product: ClC1=C(C(=O)N)C=C(C(=N1)Cl)F (2,6-dichloro-5-fluoronicotinamide). Reaction SMILES: [Cl:1][C:2]1[N:10]=[C:9]([Cl:11])[C:8]([F:12])=[CH:7][C:3]=1[C:4](O)=[O:5].S(Cl)(Cl)=O.C[N:18](C)C=O>C1(C)C=CC=CC=1>[Cl:1][C:2]1[N:10]=[C:9]([Cl:11])[C:8]([F:12])=[CH:7][C:3]=1[C:4]([NH2:18])=[O:5]. Reported procedure: To a suspension of 10 g of 2,6-dichloro-5-fluoronicotinic acid in 30 mL of toluene, 8.5 g of thionyl chloride and 0.10 mL of N,N-dimethylformamide were added, and the mixture was stirred at 72° C. for 1 hour 30 minutes. The reaction mixture was cooled to room temperature, and the solvent was distilled off under reduced pressure. The resultant residue was dropped to 30 mL of 25% ammonium water at −20° C. The temperature was increased to 5 C.°, and the mixture was stirred for 30 minutes. The solid... Reactants: [Cl-].C(C1=CC=CC=C1)[NH+](CCCl)C (N-benzyl-2-chloro-N-methylethanaminium chloride), C1(CCCCC1)C=1C=2C=CC(=CC2N2CC(COC3=C(C21)C=CC=C3)CO)C(=O)OC ((+)-methyl 14-cyclohexyl-7-(hydroxymethyl)-7,8-dihydro-6H-indolo[1,2-e][1,5]benzoxazocine-11-carboxylate), [OH-].[Na+] (NaOH). The reagents and catalysts are [Br-].C(CCC)[N+](CCCC)(CCCC)CCCC (tetrabutylammonium bromide). Solvent: C1(=CC=CC=C1)C (toluene). Conditions: temperature 65 celsius, time 18 hour. The product is C(C1=CC=CC=C1)N(CCOCC1COC2=C(C=3N(C1)C=1C=C(C=CC1C3C3CCCCC3)C(=O)O)C=CC=C2)C (7-({2-[benzyl(methyl)amino]ethoxy}methyl)-14-cyclohexyl-7,8-dihydro-6H-indolo[1,2-e][1,5]benzoxazocine-11-carboxylic acid). As a reaction SMILES: [CH:1]1([C:7]2[C:8]3[CH:9]=[CH:10][C:11]([C:28]([O:30]C)=[O:29])=[CH:12][C:13]=3[N:14]3[C:21]=2[C:20]2[CH:22]=[CH:23][CH:24]=[CH:25][C:19]=2[O:18][CH2:17][CH:16]([CH2:26][OH:27])[CH2:15]3)[CH2:6][CH2:5][CH2:4][CH2:3][CH2:2]1.[OH-].[Na+].[Cl-].[CH2:35]([NH+:42]([CH3:46])[CH2:43][CH2:44]Cl)[C:36]1[CH:41]=[CH:40][CH:39]=[CH:38][CH:37]=1>C1(C)C=CC=CC=1.[Br-].C([N+](CCCC)(CCCC)CCCC)CCC>[CH2:35]([N:42]([CH3:46])[CH2:43][CH2:44][O:27][CH2:26][CH:16]1[CH2:15][N:14]2[C:13]3[CH:12]=[C:11]([C:28]([OH:30])=[O:29])[CH:10]=[CH:9][C:8]=3[C:7]([CH:1]3[CH2:6][CH2:5][CH2:4][CH2:3][CH2:2]3)=[C:21]2[C:20]2[CH:22]=[CH:23][CH:24]=[CH:25][C:19]=2[O:18][CH2:17]1)[C:36]1[CH:41]=[CH:40][CH:39]=[CH:38][CH:37]=1 |f:1.2,3.4,6.7|. Procedure: A solution of (+)-methyl 14-cyclohexyl-7-(hydroxymethyl)-7,8-dihydro-6H-indolo[1,2-e][1,5]benzoxazocine-11-carboxylate (second eluting isomer) in toluene (0.04 M) was treated with 30% w/v NaOH (10 eq) and tetrabutylammonium bromide (0.25 eq) followed by N-benzyl-2-chloro-N-methylethanaminium chloride (prepared as described in example 7 step 1) (2.5 eq). The resulting solution was stirred at 65° C. for 18 h. Toluene was removed in vacuo, the residue was taken up in EtOAc and washed with 1N HCl (a... The reactants are C1CCOC1, CCOC(=O)Cn1c2c(c3cc(C)ccc31)CCN(C)C2, [Na+], [OH-], O. The product is Cc1ccc2c(c1)c1c(n2CC(=O)O)CN(C)CC1. As a reaction SMILES: [CH2:24]1[O:25][CH2:26][CH2:27][CH2:28]1.[CH3:1][N:2]1[CH2:3][c:4]2[n:5]([CH2:16][C:17](=[O:18])[O:19][CH2:20][CH3:21])[c:6]3[cH:7][cH:8][c:9]([CH3:15])[cH:10][c:11]3[c:12]2[CH2:13][CH2:14]1.[Na+:23].[OH-:22].[OH2:29]>>[CH3:1][N:2]1[CH2:3][c:4]2[n:5]([CH2:16][C:17](=[O:18])[OH:19])[c:6]3[cH:7][cH:8][c:9]([CH3:15])[cH:10][c:11]3[c:12]2[CH2:13][CH2:14]1. The reactants are CC(C)(C)[O-], CS(C)=O, Fc1ccc2nonc2c1, [K+], Nn1cnnc1, O. Yields the product c1cc2nonc2cc1Nn1cnnc1. RXN SMILES: [CH3:1][C:2]([CH3:3])([O-:4])[CH3:5].[CH3:24][S:25]([CH3:26])=[O:27].[F:13][c:14]1[cH:15][cH:16][c:17]2[c:18]([n:19][o:20][n:21]2)[cH:22]1.[K+:6].[NH2:7][n:8]1[cH:9][n:10][n:11][cH:12]1.[OH2:23]>>[NH:7]([n:8]1[cH:9][n:10][n:11][cH:12]1)[c:14]1[cH:15][cH:16][c:17]2[c:18]([n:19][o:20][n:21]2)[cH:22]1. Reactants: COC1=CC=CC(=N1)C1=CN(C=2N=CN=C(C21)N[C@@H](C)C2=NN1C(C(N2C2=CC=CC=C2)=O)=C(C=C1)C)COCC[Si](C)(C)C ((S)-2-(1-((5-(6-Methoxypyridin-2-yl)-7-((2-(trimethylsilyl)ethoxy)methyl)-7H-pyrrolo[2,3-d]pyrimidin-4-yl)amino)ethyl)-5-methyl-3-phenylpyrrolo[2,1-f][1,2,4]triazin-4(3H)-one), FC(C(=O)O)(F)F (trifluoroacetic acid), N (ammonia). Solvent: CO (methanol). The product is COC1=CC=CC(=N1)C1=CNC=2N=CN=C(C21)N[C@@H](C)C2=NN1C(C(N2C2=CC=CC=C2)=O)=C(C=C1)C ((S)-2-(1-((5-(6-Methoxypyridin-2-yl)-7H-pyrrolo[2,3-d]pyrimidin-4-yl)amino)ethyl)-5-methyl-3-phenylpyrrolo[2,1-f][1,2,4]triazin-4(3H)-one). The yield is 50.8%. Reaction SMILES: [CH3:1][O:2][C:3]1[N:8]=[C:7]([C:9]2[C:17]3[C:16]([NH:18][C@H:19]([C:21]4[N:26]([C:27]5[CH:32]=[CH:31][CH:30]=[CH:29][CH:28]=5)[C:25](=[O:33])[C:24]5=[C:34]([CH3:37])[CH:35]=[CH:36][N:23]5[N:22]=4)[CH3:20])=[N:15][CH:14]=[N:13][C:12]=3[N:11](COCC[Si](C)(C)C)[CH:10]=2)[CH:6]=[CH:5][CH:4]=1.FC(F)(F)C(O)=O.N>CO>[CH3:1][O:2][C:3]1[N:8]=[C:7]([C:9]2[C:17]3[C:16]([NH:18][C@H:19]([C:21]4[N:26]([C:27]5[CH:32]=[CH:31][CH:30]=[CH:29][CH:28]=5)[C:25](=[O:33])[C:24]5=[C:34]([CH3:37])[CH:35]=[CH:36][N:23]5[N:22]=4)[CH3:20])=[N:15][CH:14]=[N:13][C:12]=3[NH:11][CH:10]=2)[CH:6]=[CH:5][CH:4]=1. Reported procedure: (S)-2-(1-((5-(6-Methoxypyridin-2-yl)-7-((2-(trimethylsilyl)ethoxy)methyl)-7H-pyrrolo[2,3-d]pyrimidin-4-yl)amino)ethyl)-5-methyl-3-phenylpyrrolo[2,1-f][1,2,4]triazin-4(3H)-one (17 mg, 0.02 mmol) was treated with trifluoroacetic acid (340 μl, 4.41 mmol), a solution of ammonia (7N in methanol, 340 μl, 2.38 mmol) in 370 μl methanol according to the method described in Example 27 to give 5 mg (59% yield) of the title compound. Purity 100%. Reactants: BrC1=C(CNC2=NC(=NC=C2Cl)NC=2C=C(C=CC2)CCCO)C=C(C=C1)OC (3-[3-({4-[(2-bromo-5-methoxybenzyl)amino]-5-chloropyrimidin-2-yl}amino)phenyl]propan-1-ol), B(Br)(Br)Br (boron tribromide), resultant mixture, C(=O)([O-])[O-].[Na+].[Na+] (Na2CO3). Solvent: C(Cl)Cl (methylene chloride), C(Cl)Cl (methylene chloride), C(=O)=O (dry ice). Product: BrC1=C(C=C(C=C1)O)CNC1=NC(=NC=C1Cl)NC1=CC(=CC=C1)CCCBr (4-Bromo-3-{[(2-{[3-(3-bromopropyl)phenyl]amino}-5-chloropyrimidin-4-yl)amino]methyl}phenol). Yield: 91.0%. As a reaction SMILES: [Br:1][C:2]1[CH:27]=[CH:26][C:25]([O:28]C)=[CH:24][C:3]=1[CH2:4][NH:5][C:6]1[C:11]([Cl:12])=[CH:10][N:9]=[C:8]([NH:13][C:14]2[CH:15]=[C:16]([CH2:20][CH2:21][CH2:22]O)[CH:17]=[CH:18][CH:19]=2)[N:7]=1.B(Br)(Br)[Br:31].C([O-])([O-])=O.[Na+].[Na+]>C(Cl)Cl.C(=O)=O>[Br:1][C:2]1[CH:27]=[CH:26][C:25]([OH:28])=[CH:24][C:3]=1[CH2:4][NH:5][C:6]1[C:11]([Cl:12])=[CH:10][N:9]=[C:8]([NH:13][C:14]2[CH:19]=[CH:18][CH:17]=[C:16]([CH2:20][CH2:21][CH2:22][Br:31])[CH:15]=2)[N:7]=1 |f:2.3.4|. Procedure details: To a solution of 3-[3-({4-[(2-bromo-5-methoxybenzyl)amino]-5-chloropyrimidin-2-yl}amino)phenyl]propan-1-ol (3.0 g, 6.3 mmol) in methylene chloride (40 mL) was added slowly a solution of boron tribromide in methylene chloride (31 mL, 31 mmol, 1.0 M) at 0° C. The mixture was allowed to warm up to rt and stirred over the weekend. The resultant mixture was cooled in dry ice when Na2CO3 (saturated aqueous solution) was added. The mixture was filtered and the solid collected was triturated with EtOAc,... Reactants: BrCCC=C (1-bromo-3-butene), CC[O-].[Na+] (NaOEt), [Na] (sodium), C(CC(=O)OCC)(=O)OCC (diethyl malonate). Solvent: CCO (EtOH), CCO (EtOH). Run at temperature 0 celsius, time 0.5 hour. Yields the product C(CC=C)C(C(=O)OCC)C(=O)OCC (Diethyl 2-(3-butenyl)malonate). Reaction SMILES: CC[O-].[Na+].[Na].[C:6]([O:14][CH2:15][CH3:16])(=[O:13])[CH2:7][C:8]([O:10][CH2:11][CH3:12])=[O:9].Br[CH2:18][CH2:19][CH:20]=[CH2:21]>CCO>[CH2:21]([CH:7]([C:8]([O:10][CH2:11][CH3:12])=[O:9])[C:6]([O:14][CH2:15][CH3:16])=[O:13])[CH2:20][CH:19]=[CH2:18] |f:0.1,^1:4|. Procedure: A solution of NaOEt, prepared from the treatment of 1 L EtOH with sodium metal (19.5 g, 0.813 mol), was cooled to 0° C. and diethyl malonate (3-1, 100 g, 0.625 mol) was added dropwise over 0.5 h. After the addition was complete, the reaction was stirred for an additional 0.5 h, then a solution of 1-bromo-3-butene (76.1 mL, 0.75 mol) in 100 mL EtOH was added dropwise over forty-five minutes. The reaction was heated to reflux for 18 h, cooled and the solvent was removed in vacuo. The residue was d... Reactants: ClC(Cl)Cl, O=C(OO)c1cccc(Cl)c1, Nc1nc(Nc2ccc(Oc3ccnc(C(F)(F)F)c3)cc2)cc(-c2ccccc2)n1. Yields the product Nc1nc(Nc2ccc(Oc3cc[n+]([O-])c(C(F)(F)F)c3)cc2)cc(-c2ccccc2)n1. Reaction SMILES: [Cl:43][CH:44]([Cl:45])[Cl:46].[OH:32][O:33][C:34]([c:35]1[cH:36][c:37]([Cl:38])[cH:39][cH:40][cH:41]1)=[O:42].[c:1]1(-[c:7]2[cH:8][c:9]([NH:14][c:15]3[cH:16][cH:17][c:18]([O:21][c:22]4[cH:23][c:24]([C:28]([F:29])([F:30])[F:31])[n:25][cH:26][cH:27]4)[cH:19][cH:20]3)[n:10][c:11]([NH2:13])[n:12]2)[cH:2][cH:3][cH:4][cH:5][cH:6]1>>[c:1]1(-[c:7]2[cH:8][c:9]([NH:14][c:15]3[cH:16][cH:17][c:18]([O:21][c:22]4[cH:23][c:24]([C:28]([F:29])([F:30])[F:31])[n+:25]([O-:32])[cH:26][cH:27]4)[cH:19][cH:20]3)[n:10][c:11]([NH2:13])[n:12]2)[cH:2][cH:3][cH:4][cH:5][cH:6]1.